From a dataset of the Open Reaction Database (ORD), a public repository of structured organic reaction records. describe an organic reaction: reactants, conditions, products, and yield The product is N1=C(C=CC=C1)N1C(CCC1)C1=C2C=CC(=CC2=CC=C1)S(=O)(=O)NC1=NC=NS1 (5-(1-(pyridin-2-yl)pyrrolidin-2-yl)-N-(1,2,4-thiadiazol-5-yl)naphthalene-2-sulfonamide). Yield: 32.8%. The reactants are COC1=C(CN(S(=O)(=O)C2=CC3=CC=CC(=C3C=C2)C2NCCC2)C2=NC=NS2)C=CC(=C1)OC (N-(2,4-dimethoxybenzyl)-5-(pyrrolidin-2-yl)-N-(1,2,4-thiadiazol-5-yl)naphthalene-2-sulfonamide), chloro(2-dicyclohexylphosphino-2′,6′-di-1-propoxy-1,1′-biphenyl)[2-(2-aminoethylphenyl)]palladium(II), COC(C)(C)C (methyl-t-butylether), C([O-])([O-])=O.[Cs+].[Cs+] (cesium carbonate), C([O-])([O-])=O.[Cs+].[Cs+] (cesium carbonate), BrC1=NC=CC=C1 (2-bromopyridine). The solvent is CCOC(=O)C (EtOAc), C1(=CC=CC=C1)C (toluene). Procedure details: A vial was charged with N-(2,4-dimethoxybenzyl)-5-(pyrrolidin-2-yl)-N-(1,2,4-thiadiazol-5-yl)naphthalene-2-sulfonamide (INTERMEDIATE KK) (34.01 mg, 0.067 mmol), chloro(2-dicyclohexylphosphino-2′,6′-di-1-propoxy-1,1′-biphenyl)[2-(2-aminoethylphenyl)]palladium(II), methyl-t-butylether adduct (Strem Chemical, Newburyport, Mass., 2.72 mg, 3.33 mmol), and cesium carbonate (65.1 mg, 0.200 mmol). The vial was flushed with Ar (g), then toluene (0.3 mL) and 2-bromopyridine (19.05 μl, 0.200 mmol) were add... The reagents and catalysts are catalyst, catalyst. Conditions: time 4 hour. Reaction SMILES: COC1C=C(OC)C=CC=1C[N:6]([C:25]1[S:29][N:28]=[CH:27][N:26]=1)[S:7]([C:10]1[CH:19]=[CH:18][C:17]2[C:12](=[CH:13][CH:14]=[CH:15][C:16]=2[CH:20]2[CH2:24][CH2:23][CH2:22][NH:21]2)[CH:11]=1)(=[O:9])=[O:8].COC(C)(C)C.C(=O)([O-])[O-].[Cs+].[Cs+].Br[C:49]1[CH:54]=[CH:53][CH:52]=[CH:51][N:50]=1>CCOC(C)=O.C1(C)C=CC=CC=1>[N:50]1[CH:51]=[CH:52][CH:53]=[CH:54][C:49]=1[N:21]1[CH2:22][CH2:23][CH2:24][CH:20]1[C:16]1[CH:15]=[CH:14][CH:13]=[C:12]2[C:17]=1[CH:18]=[CH:19][C:10]([S:7]([NH:6][C:25]1[S:29][N:28]=[CH:27][N:26]=1)(=[O:9])=[O:8])=[CH:11]2 |f:2.3.4|. Starting materials: O=C(Nc1nc2cccc(Cl)n2n1)c1ccccc1, NCC(O)CO. Yields the product O=C(Nc1nc2cccc(NCC(O)CO)n2n1)c1ccccc1. Reaction SMILES: [Cl:1][c:2]1[cH:3][cH:4][cH:5][c:6]2[n:7]1[n:8][c:9]([NH:11][C:12]([c:13]1[cH:14][cH:15][cH:16][cH:17][cH:18]1)=[O:19])[n:10]2.[NH2:20][CH2:21][CH:22]([CH2:23][OH:24])[OH:25]>>[c:2]1([NH:20][CH2:21][CH:22]([CH2:23][OH:24])[OH:25])[cH:3][cH:4][cH:5][c:6]2[n:7]1[n:8][c:9]([NH:11][C:12]([c:13]1[cH:14][cH:15][cH:16][cH:17][cH:18]1)=[O:19])[n:10]2. Reactants: FC1=CC=C(C(=C1C#N)C)C(CN1C(CNCC1)=O)=O (6-Fluoro-2-methyl-3-[(2-oxopiperazin-1-yl)acetyl]benzonitrile), CC1=C(C=CC=2C(OCC21)=O)[C@H]2OC2 (4-methyl-5-[(2R)-oxiran-2-yl]-2-benzofuran-1(3H)-one). Solvent: CCO (EtOH). Run at temperature 140 celsius. The product is FC1=CC=C(C(=C1C#N)C)C(CN1C(CN(CC1)C[C@@H](C1=C(C2=C(C(OC2)=O)C=C1)C)O)=O)=O (6-Fluoro-3-({4-[(2R)-2-hydroxy-2-(4-methyl-1-oxo-1,3-dihydro-2-benzofuran-5-yl)ethyl]-2-oxopiperazin-1-yl}acetyl)-2-methylbenzonitrile). As a reaction SMILES: [F:1][C:2]1[C:7]([C:8]#[N:9])=[C:6]([CH3:10])[C:5]([C:11](=[O:20])[CH2:12][N:13]2[CH2:18][CH2:17][NH:16][CH2:15][C:14]2=[O:19])=[CH:4][CH:3]=1.[CH3:21][C:22]1[C:30]2[CH2:29][O:28][C:27](=[O:31])[C:26]=2[CH:25]=[CH:24][C:23]=1[C@@H:32]1[CH2:34][O:33]1>CCO>[F:1][C:2]1[C:7]([C:8]#[N:9])=[C:6]([CH3:10])[C:5]([C:11](=[O:20])[CH2:12][N:13]2[CH2:18][CH2:17][N:16]([CH2:34][C@H:32]([OH:33])[C:23]3[CH:24]=[CH:25][C:26]4[C:27](=[O:31])[O:28][CH2:29][C:30]=4[C:22]=3[CH3:21])[CH2:15][C:14]2=[O:19])=[CH:4][CH:3]=1. Procedure: A mixture of 6-Fluoro-2-methyl-3-[(2-oxopiperazin-1-yl)acetyl]benzonitrile (40 mg, 0.14 mmol) and 4-methyl-5-[(2R)-oxiran-2-yl]-2-benzofuran-1(3H)-one (42 mg, 0.22 mmol) in EtOH (2 mL) was heated to 140° C. for 1 hour. The reaction mixture was concentrated to dryness, and dissolved in MeOH, filtered and shot into Mass-directed HPLC for separation to give the title product. LC-MS (IE, m/z): 466 [M+1]+. The reactants are Cl (HCl), CCN(C(C)C)C(C)C (DIPEA), C(OC)(=O)Cl (methyl carbonochloridate), Cl.FC=1C=C(C=CC1C(F)(F)F)C1NCCC(C1)C(=O)O (2-(3-Fluoro-4-(trifluoromethyl)phenyl)piperidine-4-carboxylate hydrochloride). Run in ClCCl (dichloromethane). Run at time 3 hour. The product is FC=1C=C(C=CC1C(F)(F)F)C1N(CCC(C1)C(=O)OC)C(=O)OC (dimethyl 2-(3-fluoro-4-(trifluoromethyl)phenyl)piperidine-1,4-dicarboxylate). Isolated yield 86.2%. As a reaction SMILES: Cl.[F:2][C:3]1[CH:4]=[C:5]([CH:13]2[CH2:18][CH:17]([C:19]([OH:21])=[O:20])[CH2:16][CH2:15][NH:14]2)[CH:6]=[CH:7][C:8]=1[C:9]([F:12])([F:11])[F:10].[CH3:22]CN(C(C)C)C(C)C.[C:31](Cl)(=[O:34])[O:32][CH3:33].Cl>ClCCl>[F:2][C:3]1[CH:4]=[C:5]([CH:13]2[CH2:18][CH:17]([C:19]([O:21][CH3:22])=[O:20])[CH2:16][CH2:15][N:14]2[C:31]([O:32][CH3:33])=[O:34])[CH:6]=[CH:7][C:8]=1[C:9]([F:12])([F:10])[F:11] |f:0.1|. Reported procedure: 2-(3-Fluoro-4-(trifluoromethyl)phenyl)piperidine-4-carboxylate hydrochloride (3.12 g, 10.22 mmol) was dissolved in dichloromethane (50 mL), then DIPEA (4.45 mL, 25.55 mmol) and methyl carbonochloridate (0.966 mL, 12.26 mmol) were added and the mixture was stirred at room temperature for 3 h. 0.1 M HCl was added and the aqueous layer was extracted with DCM. The combined organic layers were filtered through a phase separator and evaporated to yield dimethyl 2-(3-fluoro-4-(trifluoromethyl)phenyl)pi... Starting materials: [Al+3], CCOC(=O)C(C)(C)Cc1c(C(=O)c2ccc(Cl)cc2)c2ccc(OC(C)(C)C)cn2c1C(=O)C(C)(C)C, [Cl-], [Cl-], [Cl-], ClCCl. Yields the product CCOC(=O)C(C)(C)Cc1c(C(=O)c2ccc(Cl)cc2)c2ccc(O)cn2c1C(=O)C(C)(C)C. Reaction SMILES: [Al+3:40].[C:1]([CH3:2])([CH3:3])([CH3:4])[O:5][c:6]1[cH:7][n:8]2[c:9]([C:33]([C:34]([CH3:35])([CH3:36])[CH3:37])=[O:38])[c:10]([CH2:24][C:25]([C:26](=[O:27])[O:28][CH2:29][CH3:30])([CH3:31])[CH3:32])[c:11]([C:15](=[O:16])[c:17]3[cH:18][cH:19][c:20]([Cl:23])[cH:21][cH:22]3)[c:12]2[cH:13][cH:14]1.[Cl-:39].[Cl-:41].[Cl-:42].[Cl:43][CH2:44][Cl:45]>>[OH:5][c:6]1[cH:7][n:8]2[c:9]([C:33]([C:34]([CH3:35])([CH3:36])[CH3:37])=[O:38])[c:10]([CH2:24][C:25]([C:26](=[O:27])[O:28][CH2:29][CH3:30])([CH3:31])[CH3:32])[c:11]([C:15](=[O:16])[c:17]3[cH:18][cH:19][c:20]([Cl:23])[cH:21][cH:22]3)[c:12]2[cH:13][cH:14]1. Starting materials: CC(C)c1n[nH]c2c(NCc3ccccc3)nc(Cl)nc12, CN1CCCC1=O, NCCN. The product is CC(C)c1n[nH]c2c(NCc3ccccc3)nc(NCCN)nc12. As a reaction SMILES: [CH2:1]([c:2]1[cH:3][cH:4][cH:5][cH:6][cH:7]1)[NH:8][c:9]1[c:10]2[c:11]([n:12][c:13]([Cl:15])[n:14]1)[c:16]([CH:19]([CH3:20])[CH3:21])[n:17][nH:18]2.[CH3:26][N:27]1[CH2:28][CH2:29][CH2:30][C:31]1=[O:32].[NH2:22][CH2:23][CH2:24][NH2:25]>>[CH2:1]([c:2]1[cH:3][cH:4][cH:5][cH:6][cH:7]1)[NH:8][c:9]1[c:10]2[c:11]([n:12][c:13]([NH:22][CH2:23][CH2:24][NH2:25])[n:14]1)[c:16]([CH:19]([CH3:20])[CH3:21])[n:17][nH:18]2.